Dataset: the Open Reaction Database (ORD), a public repository of structured organic reaction records. Task: describe an organic reaction: reactants, conditions, products, and yield Starting materials: CO, CC(C)CC(C(=O)NN(CC(C)C)C(=O)CCN1C(=O)c2ccccc2C1=O)C(CC=Cc1ccccc1)C(=O)NOC1CCCCO1, O, Cc1ccc(S(=O)(=O)O)cc1. Product: CC(C)CC(C(=O)NN(CC(C)C)C(=O)CCN1C(=O)c2ccccc2C1=O)C(CC=Cc1ccccc1)C(=O)NO. Reaction SMILES: [CH3:61][OH:62].[O:1]1[CH2:2][CH2:3][CH2:4][CH2:5][CH:6]1[O:7][NH:8][C:9](=[O:10])[CH:11]([CH2:12][CH:13]=[CH:14][c:15]1[cH:16][cH:17][cH:18][cH:19][cH:20]1)[CH:21]([C:22](=[O:23])[NH:24][N:25]([C:26]([CH2:27][CH2:28][N:29]1[C:30](=[O:39])[c:31]2[c:32]([cH:35][cH:36][cH:37][cH:38]2)[C:33]1=[O:34])=[O:40])[CH2:41][CH:42]([CH3:43])[CH3:44])[CH2:45][CH:46]([CH3:47])[CH3:48].[OH2:49].[c:50]1([CH3:51])[cH:52][cH:53][c:54]([S:55]([OH:56])(=[O:57])=[O:58])[cH:59][cH:60]1>>[OH:7][NH:8][C:9](=[O:10])[CH:11]([CH2:12][CH:13]=[CH:14][c:15]1[cH:16][cH:17][cH:18][cH:19][cH:20]1)[CH:21]([C:22](=[O:23])[NH:24][N:25]([C:26]([CH2:27][CH2:28][N:29]1[C:30](=[O:39])[c:31]2[c:32]([cH:35][cH:36][cH:37][cH:38]2)[C:33]1=[O:34])=[O:40])[CH2:41][CH:42]([CH3:43])[CH3:44])[CH2:45][CH:46]([CH3:47])[CH3:48].